This data is from the Open Reaction Database (ORD), a public repository of structured organic reaction records. The task is: describe an organic reaction: reactants, conditions, products, and yield Yields the product CCOc1ccc2c(c1)c(-c1ccc(OCC3CC3)cc1)c(C(=O)O)n2Cc1cccc(OC)c1. Starting materials: CCOCC, CC(C)(C)[O-], CCOC(C)=O, CCOC(=O)c1c(-c2ccc(OCC3CC3)cc2)c2cc(OCC)ccc2n1Cc1cccc(OC)c1, Cl, [K+], O. RXN SMILES: [CH2:46]([O:47][CH2:48][CH3:49])[CH3:50].[CH3:2][C:3]([CH3:4])([O-:5])[CH3:6].[CH3:51][CH2:52][O:53][C:54](=[O:55])[CH3:56].[CH:8]1([CH2:11][O:12][c:13]2[cH:14][cH:15][c:16](-[c:19]3[c:20]([C:40](=[O:41])[O:42][CH2:43][CH3:44])[n:21]([CH2:31][c:32]4[cH:33][c:34]([O:38][CH3:39])[cH:35][cH:36][cH:37]4)[c:22]4[cH:23][cH:24][c:25]([O:28][CH2:29][CH3:30])[cH:26][c:27]34)[cH:17][cH:18]2)[CH2:9][CH2:10]1.[ClH:45].[K+:7].[OH2:1]>>[CH:8]1([CH2:11][O:12][c:13]2[cH:14][cH:15][c:16](-[c:19]3[c:20]([C:40](=[O:41])[OH:42])[n:21]([CH2:31][c:32]4[cH:33][c:34]([O:38][CH3:39])[cH:35][cH:36][cH:37]4)[c:22]4[cH:23][cH:24][c:25]([O:28][CH2:29][CH3:30])[cH:26][c:27]34)[cH:17][cH:18]2)[CH2:9][CH2:10]1. Reactants: O=N[O-], [Na+], O, O=S(=O)(O)O, Nc1nnc2ccccc2n1. Product: Oc1nnc2ccccc2n1. Reaction SMILES: [N:12](=[O:13])[O-:14].[Na+:15].[OH2:16].[S:17](=[O:18])(=[O:19])([OH:20])[OH:21].[n:1]1[n:2][c:3]([NH2:11])[n:4][c:5]2[c:6]1[cH:7][cH:8][cH:9][cH:10]2>>[n:1]1[n:2][c:3]([OH:13])[n:4][c:5]2[c:6]1[cH:7][cH:8][cH:9][cH:10]2.